Dataset: the Open Reaction Database (ORD), a public repository of structured organic reaction records. Task: describe an organic reaction: reactants, conditions, products, and yield The reactants are CC(C)CCON=O, CCO, Cl, Cc1cc(N)n(-c2ccccc2)n1. Product: Cc1nn(-c2ccccc2)c(N)c1N=O. As a reaction SMILES: [CH3:15][CH:16]([CH2:17][CH2:18][O:20][N:21]=[O:19])[CH3:22].[CH3:23][CH2:24][OH:25].[ClH:14].[NH2:1][c:2]1[cH:3][c:4]([CH3:13])[n:5][n:6]1-[c:7]1[cH:8][cH:9][cH:10][cH:11][cH:12]1>>[NH2:1][c:2]1[c:3]([N:21]=[O:20])[c:4]([CH3:13])[n:5][n:6]1-[c:7]1[cH:8][cH:9][cH:10][cH:11][cH:12]1. Reactants: C(C)(C)(C)OC(=O)N1CCC(CC1)N1C(C(CC1)CC1=C(C=C(C=C1Cl)OS(=O)(=O)C(F)(F)F)Cl)=O (4-[3-(2,6-Dichloro-4-trifluoromethanesulfonyloxy-benzyl)-2-oxo-pyrrolidin-1-yl]-piperidine-1-carboxylic acid tert-butyl ester), COC(=O)C1=CC=C(C=C1)B(O)O (4-methoxycarbonylphenylboronic acid), C(=O)([O-])[O-].[K+].[K+] (K2CO3). Reagents/catalysts: C=1C=CC(=CC1)[P](C=2C=CC=CC2)(C=3C=CC=CC3)[Pd]([P](C=4C=CC=CC4)(C=5C=CC=CC5)C=6C=CC=CC6)([P](C=7C=CC=CC7)(C=8C=CC=CC8)C=9C=CC=CC9)[P](C=1C=CC=CC1)(C=1C=CC=CC1)C=1C=CC=CC1 (tetrakis(triphenylphosphine)palladium(0)). Run in COCCOC (DME). Reaction conditions: time 8 hour. Yields the product C(C)(C)(C)OC(=O)N1CCC(CC1)N1C([C@@H](CC1)CC1=C(C=C(C=C1Cl)C1=CC=C(C=C1)C(=O)OC)Cl)=O (4-[(R)-3-(3,5-Dichloro-4′-methoxycarbonyl-biphenyl-4-ylmethyl)-2-oxo-pyrrolidin-1-yl]-piperidine-1-carboxylic acid tert-butyl ester). The yield is 85.1%. As a reaction SMILES: [C:1]([O:5][C:6]([N:8]1[CH2:13][CH2:12][CH:11]([N:14]2[CH2:18][CH2:17][CH:16]([CH2:19][C:20]3[C:25]([Cl:26])=[CH:24][C:23](OS(C(F)(F)F)(=O)=O)=[CH:22][C:21]=3[Cl:35])[C:15]2=[O:36])[CH2:10][CH2:9]1)=[O:7])([CH3:4])([CH3:3])[CH3:2].[CH3:37][O:38][C:39]([C:41]1[CH:46]=[CH:45][C:44](B(O)O)=[CH:43][CH:42]=1)=[O:40].C([O-])([O-])=O.[K+].[K+]>COCCOC.C1C=CC([P]([Pd]([P](C2C=CC=CC=2)(C2C=CC=CC=2)C2C=CC=CC=2)([P](C2C=CC=CC=2)(C2C=CC=CC=2)C2C=CC=CC=2)[P](C2C=CC=CC=2)(C2C=CC=CC=2)C2C=CC=CC=2)(C2C=CC=CC=2)C2C=CC=CC=2)=CC=1>[C:1]([O:5][C:6]([N:8]1[CH2:9][CH2:10][CH:11]([N:14]2[CH2:18][CH2:17][C@@H:16]([CH2:19][C:20]3[C:25]([Cl:26])=[CH:24][C:23]([C:44]4[CH:45]=[CH:46][C:41]([C:39]([O:38][CH3:37])=[O:40])=[CH:42][CH:43]=4)=[CH:22][C:21]=3[Cl:35])[C:15]2=[O:36])[CH2:12][CH2:13]1)=[O:7])([CH3:3])([CH3:4])[CH3:2] |f:2.3.4,^1:65,67,86,105|. Procedure details: Treat a solution of 4-[3-(2,6-Dichloro-4-trifluoromethanesulfonyloxy-benzyl)-2-oxo-pyrrolidin-1-yl]-piperidine-1-carboxylic acid tert-butyl ester (Preparation 15) (0.5 g, 0.9 mmol), 4-methoxycarbonylphenylboronic acid (0.31 g, 1.7 mmol), and tetrakis(triphenylphosphine)palladium(0) (0.1 g, 0.1 mmol) in DME (5 mL) with 2M aqueous K2CO3 (1.3 mL), heat the reaction to 80° C., and stir overnight. Cool the reaction and quench with 1N HCl. Extract the aqueous with EtOAc. Wash the organic with brine, d... The reactants are CC1(C=2C=CC(=CC2C(CC1)(C)C)C(=O)O)C (5,6,7,8-tetrahydro-5,5,8,8-tetramethyl-2-naphthalene-carboxylic acid), S(=O)(Cl)Cl (thionyl chloride), acid chloride, NC1=CC=C(OCCN2CCOCC2)C=C1 (4-[2-(4-amino-phenoxy)ethyl]-morpholine), ice water. Run in N1=CC=CC=C1 (pyridine), O1CCCC1 (tetrahydrofuran). Conditions: time 1 hour. Product: CC1(C=2C=CC(=CC2C(CC1)(C)C)C(=O)NC1=CC=C(C=C1)OCCN1CCOCC1)C (5,6,7,8-tetrahydro-5,5,8,8-tetramethyl-4'-(2-morpholinoethoxy)-2-naphthalenecarboxanilide). The yield is 54.3%. As a reaction SMILES: [CH3:1][C:2]1([CH3:17])[CH2:11][CH2:10][C:9]([CH3:13])([CH3:12])[C:8]2[CH:7]=[C:6]([C:14](O)=[O:15])[CH:5]=[CH:4][C:3]1=2.S(Cl)(Cl)=O.[NH2:22][C:23]1[CH:37]=[CH:36][C:26]([O:27][CH2:28][CH2:29][N:30]2[CH2:35][CH2:34][O:33][CH2:32][CH2:31]2)=[CH:25][CH:24]=1>O1CCCC1.N1C=CC=CC=1>[CH3:1][C:2]1([CH3:17])[CH2:11][CH2:10][C:9]([CH3:12])([CH3:13])[C:8]2[CH:7]=[C:6]([C:14]([NH:22][C:23]3[CH:24]=[CH:25][C:26]([O:27][CH2:28][CH2:29][N:30]4[CH2:35][CH2:34][O:33][CH2:32][CH2:31]4)=[CH:36][CH:37]=3)=[O:15])[CH:5]=[CH:4][C:3]1=2. Reported procedure: In a manner analogous to Example 1, 52.5 g of 5,6,7,8-tetrahydro-5,5,8,8-tetramethyl-2-naphthalene-carboxylic acid were converted by reaction with 200 ml of thionyl chloride into the acid chloride and, after dissolution in 200 ml of tetrahydrofuran, added dropwise to a solution of 48.8 g of 4-[2-(4-amino-phenoxy)ethyl]-morpholine in 400 ml of pyridine while cooling slightly. The temperature should not rise above 30° C. After stirring at room temperature for 1 hour the reaction mixture was poured... Reactants: 1-Carboxy-β-phenyl-4-piperidinehydracrylic acid diethyl ester, S(O)(O)(=O)=O (sulfuric acid), spirolactone, C(C)OC(=O)N1CCC(CC1)=C1CC(C2=CC=CC=C12)=O (4-(3-oxo-1-indanylidene)-1-piperidinecarboxylic acid ethyl ester). Run at time 4 hour. Product: C(=O)(OCC)N1CCC2(C(CC(O2)=O)C2=CC=CC=C2)CC1 (8-Carbethoxy-4-phenyl-1-oxa-8-azaspiro[4,5]decan-2-one). As a reaction SMILES: [CH2:1]([O:3][C:4]([N:6]1[CH2:11][CH2:10][C:9](=[C:12]2[C:20]3[C:15](=[CH:16][CH:17]=[CH:18][CH:19]=3)[C:14](=[O:21])[CH2:13]2)[CH2:8][CH2:7]1)=[O:5])[CH3:2].S(=O)(=O)(O)[OH:23]>>[C:4]([N:6]1[CH2:7][CH2:8][C:9]2([O:21][C:14](=[O:23])[CH2:13][CH:12]2[C:20]2[CH:15]=[CH:16][CH:17]=[CH:18][CH:19]=2)[CH2:10][CH2:11]1)([O:3][CH2:1][CH3:2])=[O:5]. Procedure details: 1-Carboxy-β-phenyl-4-piperidinehydracrylic acid diethyl ester (60 g, 0.17 mol; mp 73°-75° C.), prepared by the general procedures described in Example 1, is added portionwise to a stirred mixture of 600 ml of concentrated sulfuric acid, and stirring at room temperature is continued for 4 hours. The solution is poured onto ice, and the mixture is extracted with a copious volume of diethyl ether. The ether extract is washed with water, dried and evaporated; the residue is collected as a solid (34 ... Reactants: [N+](=O)([O-])C1=CC=C(N)C=C1 (4-nitroaniline), BrCC(=O)OCC (ethyl bromoacetate). Solvent: C(C)(=O)OCC (Ethyl acetate). Conditions: time 20 hour. The product is [N+](=O)([O-])C1=CC=C(NCC(=O)OCC)C=C1 (ethyl (4-nitroanilino)acetate). Isolated yield 64.6%. Reaction SMILES: [N+:1]([C:4]1[CH:10]=[CH:9][C:7]([NH2:8])=[CH:6][CH:5]=1)([O-:3])=[O:2].Br[CH2:12][C:13]([O:15][CH2:16][CH3:17])=[O:14]>C(OCC)(=O)C>[N+:1]([C:4]1[CH:10]=[CH:9][C:7]([NH:8][CH2:12][C:13]([O:15][CH2:16][CH3:17])=[O:14])=[CH:6][CH:5]=1)([O-:3])=[O:2]. Reported procedure: A mixture of 4-nitroaniline (25.0 g, 181 mmol) and ethyl bromoacetate (10.0 ml, 90.5 mmol) was stirred at 80°-90° C. for 20 hours under a nitrogen atmosphere. Ethyl acetate (30 ml) was added to the reaction mixture and the mixture was refluxed under heating for 10 minutes, after which solid was collected by filtration and recrystallized from ethanol to give 13.1 g of ethyl (4-nitroanilino)acetate as a yellow solid (64%). A mixture of this solid (1.00 g, 4.46 mmol) and n-valeryl chloride (1.12 g,... Reactants: [I-].C[S+](C)C (trimethylsulfonium iodide), O (H2O), [H-].[Na+] (sodium hydride), S1C(=NC=C1)C1=CC=C(C=O)C=C1 (4-thiazol-2-yl-benzaldehyde). Solvent: CS(=O)C (DMSO), CS(=O)C (DMSO), CS(=O)C (DMSO). Reaction conditions: time 2 hour. The product is O1C(C1)C1=CC=C(C=C1)C=1SC=CN1 (2-(4-oxiranyl-phenyl)-thiazole). Isolated yield 92.4%. As a reaction SMILES: [H-].[Na+].[I-].[CH3:4][S+](C)C.[S:8]1[CH:12]=[CH:11][N:10]=[C:9]1[C:13]1[CH:20]=[CH:19][C:16]([CH:17]=[O:18])=[CH:15][CH:14]=1.O>CS(C)=O>[O:18]1[CH2:4][CH:17]1[C:16]1[CH:15]=[CH:14][C:13]([C:9]2[S:8][CH:12]=[CH:11][N:10]=2)=[CH:20][CH:19]=1 |f:0.1,2.3|. Procedure: To a suspension of 0.063 g (1.5 mmol) of sodium hydride in DMSO (10 mL) was added 0.300 g (1.47 mmol) of trimethylsulfonium iodide as a solution in DMSO (5 mL). After stirring at room temperature for 5 min 0.130 g (0.687 mmol) of the above aldehyde was added as a solution in DMSO (5 mL). The mixture was allowed to stir at room temperature for 2 h. The mixture was poured into H2O and washed with EtOAc. The combined organic phase was washed with H2O, dried over anhydrous MgSO4 and concentrated und...